Dataset: the Open Reaction Database (ORD), a public repository of structured organic reaction records. Task: describe an organic reaction: reactants, conditions, products, and yield Reactants: O=C([O-])O, C1COCCN1, ClCCOc1ccc2sccc2c1, [I-], [Na+], [Na+], CN(C)C=O. As a reaction SMILES: [C:22](=[O:23])([OH:24])[O-:25].[CH2:14]1[CH2:15][O:16][CH2:17][CH2:18][NH:19]1.[Cl:1][CH2:2][CH2:3][O:4][c:5]1[cH:6][c:7]2[c:8]([s:9][cH:10][cH:11]2)[cH:12][cH:13]1.[I-:21].[Na+:20].[Na+:26].[O:27]=[CH:28][N:29]([CH3:30])[CH3:31]>>[CH2:2]([CH2:3][O:4][c:5]1[cH:6][c:7]2[c:8]([s:9][cH:10][cH:11]2)[cH:12][cH:13]1)[N:19]1[CH2:14][CH2:15][O:16][CH2:17][CH2:18]1. The product is c1cc2cc(OCCN3CCOCC3)ccc2s1. Reactants: [Br-], CC[Mg+], C1CCOC1, O=C1CCC(CO)CC1. The product is CCC1(O)CCC(CO)CC1. Reaction SMILES: [Br-:10].[CH2:11]([CH3:12])[Mg+:13].[O:14]1[CH2:15][CH2:16][CH2:17][CH2:18]1.[OH:1][CH2:2][CH:3]1[CH2:4][CH2:5][C:6](=[O:9])[CH2:7][CH2:8]1>>[OH:1][CH2:2][CH:3]1[CH2:4][CH2:5][C:6]([OH:9])([CH2:11][CH3:12])[CH2:7][CH2:8]1. Starting materials: [OH-].[Na+] (NaOH), C1CCOC1 (THF), ClC1=CC=C(C(=O)Cl)C=C1 (4-chlorobenzoyl chloride), Cl.NC1=C(C=C(O)C=C1)O (4-aminoresorcinol hydrochloride). The solvent is CO (methanol), O (water). Run at time 2 hour. Product: ClC1=CC=C(C=C1)C=1OC2=C(N1)C=CC(=C2)O (2-(4-chlorophenyl)-6-hydroxybenzoxazole). The yield is 27.2%. Reaction SMILES: [Cl:1][C:2]1[CH:10]=[CH:9][C:5]([C:6](Cl)=[O:7])=[CH:4][CH:3]=1.Cl.[NH2:12][C:13]1[CH:19]=[CH:18][C:16]([OH:17])=[CH:15][C:14]=1O.[OH-].[Na+].C1COCC1>CO.O>[Cl:1][C:2]1[CH:10]=[CH:9][C:5]([C:6]2[O:7][C:14]3[CH:15]=[C:16]([OH:17])[CH:18]=[CH:19][C:13]=3[N:12]=2)=[CH:4][CH:3]=1 |f:1.2,3.4|. Procedure details: 25 g (142.8 mmol) of 4-chlorobenzoyl chloride and 3.0 g (18.6 mmol) of 4-aminoresorcinol hydrochloride were introduced into a three-necked flask provided with a thermometer and a cooling condenser, and the mixture was heated at 170° to 200° C. for 1 hour, then the excessive acid chloride was removed by distillation. To the residue, 8.4 g (210 mmol) of NaOH, 60 ml of THF, 60 ml of water and 30 ml of methanol were added, and the mixture was stirred at room temperature for about 2 hours. The reacti... Reactants: [BH4-], CO, [Na+], O=C(CBr)c1cccs1. The product is OC(CBr)c1cccs1. Reaction SMILES: [BH4-:10].[CH3:12][OH:13].[Na+:11].[s:1]1[c:2]([C:6](=[O:7])[CH2:8][Br:9])[cH:3][cH:4][cH:5]1>>[s:1]1[c:2]([CH:6]([OH:7])[CH2:8][Br:9])[cH:3][cH:4][cH:5]1. Run in CN(C=O)C (dimethylformamide). The reactants are OC=1C(N(CCC1C(CC)=O)CC1=CC=C(C=C1)OC)=O (3-Hydroxy-1-(4-methoxybenzyl)-4-propionyl-5,6-dihydro-1H-pyridin-2-one), C([O-])([O-])=O.[Cs+].[Cs+] (cesium carbonate), S(=O)(=O)(OC)OC (Dimethyl sulfate). Product: COC=1C(N(CCC1C(CC)=O)CC1=CC=C(C=C1)OC)=O (3-Methoxy-1-(4-methoxybenzyl)-4-propionyl-5,6-dihydro-1H-pyridin-2-one). Reaction SMILES: [OH:1][C:2]1[C:3](=[O:21])[N:4]([CH2:12][C:13]2[CH:18]=[CH:17][C:16]([O:19][CH3:20])=[CH:15][CH:14]=2)[CH2:5][CH2:6][C:7]=1[C:8](=[O:11])[CH2:9][CH3:10].[C:22](=O)([O-])[O-].[Cs+].[Cs+].S(OC)(OC)(=O)=O>CN(C)C=O>[CH3:22][O:1][C:2]1[C:3](=[O:21])[N:4]([CH2:12][C:13]2[CH:14]=[CH:15][C:16]([O:19][CH3:20])=[CH:17][CH:18]=2)[CH2:5][CH2:6][C:7]=1[C:8](=[O:11])[CH2:9][CH3:10] |f:1.2.3|. Procedure: 3-Hydroxy-1-(4-methoxybenzyl)-4-propionyl-5,6-dihydro-1H-pyridin-2-one (17.35 kg, 60 moles) and cesium carbonate (22.126 kg, 67.9 moles) were added to dry dimethylformamide (24 gal, 90.8 L) in a clean, dry 100 gallon tank. The suspension was stirred a half hour to insure dispersion. Dimethyl sulfate (8.552 kg, 67.8 moles) was added neat over a period of 30 minutes keeping the temperature 20-25° C. When the charge was complete the addition funnel was rinsed into the tank with additional DMF (500 ... Starting materials: COC1=CC=C(C=C1)P(C1=CC=C(C=C1)OC)C1=CC=C(C=C1)OC (tris(4-methoxyphenyl)phosphine), S(=O)(=O)(OC)C1=CC=C(C)C=C1 (methyl tosylate). The product is S(=O)(=O)([O-])C1=CC=C(C)C=C1.C[P+](C1=CC=C(C=C1)OC)(C1=CC=C(C=C1)OC)C1=CC=C(C=C1)OC (Methyltris(4-methoxyphenyl)phosphonium tosylate). Isolated yield 73.0%. As a reaction SMILES: [CH3:1][O:2][C:3]1[CH:8]=[CH:7][C:6]([P:9]([C:18]2[CH:23]=[CH:22][C:21]([O:24][CH3:25])=[CH:20][CH:19]=2)[C:10]2[CH:15]=[CH:14][C:13]([O:16][CH3:17])=[CH:12][CH:11]=2)=[CH:5][CH:4]=1.[S:26]([C:31]1[CH:37]=[CH:36][C:34]([CH3:35])=[CH:33][CH:32]=1)([O:29][CH3:30])(=[O:28])=[O:27]>>[S:26]([C:31]1[CH:37]=[CH:36][C:34]([CH3:35])=[CH:33][CH:32]=1)([O-:29])(=[O:28])=[O:27].[CH3:30][P+:9]([C:18]1[CH:19]=[CH:20][C:21]([O:24][CH3:25])=[CH:22][CH:23]=1)([C:6]1[CH:7]=[CH:8][C:3]([O:2][CH3:1])=[CH:4][CH:5]=1)[C:10]1[CH:15]=[CH:14][C:13]([O:16][CH3:17])=[CH:12][CH:11]=1 |f:2.3|. Procedure details: A mixture of 5.37 g (15.2 mmol) of tris(4-methoxyphenyl)phosphine and 2.95 g (15.8 mmol) of methyl tosylate was allowed to react for 1 hr at 135° C. A total of 5.96 g (11.1 mmol, 73.0%) of the product was obtained, which was further purified by recrystallization from 97:3 toluene-ethanol. Analyses: mp 100.6°-105.4° C. The reactants are Nc1ncnc2[nH]nc(I)c12, OC1CCC2(CC1)OCCO2, CCOC(=O)N=NC(=O)OCC, C1CCOC1, c1ccc(P(c2ccccc2)c2ccccc2)cc1. Yields the product Nc1ncnc2c1c(I)nn2C1CCC2(CC1)OCCO2. Reaction SMILES: [I:1][c:2]1[n:3][nH:4][c:5]2[n:6][cH:7][n:8][c:9]([NH2:11])[c:10]12.[O:12]1[CH2:13][CH2:14][O:15][C:16]12[CH2:17][CH2:18][CH:19]([OH:22])[CH2:20][CH2:21]2.[O:42]=[C:43]([O:44][CH2:45][CH3:46])[N:47]=[N:48][C:49]([O:50][CH2:51][CH3:52])=[O:53].[O:54]1[CH2:55][CH2:56][CH2:57][CH2:58]1.[c:23]1([P:24]([c:25]2[cH:26][cH:27][cH:28][cH:29][cH:30]2)[c:31]2[cH:32][cH:33][cH:34][cH:35][cH:36]2)[cH:37][cH:38][cH:39][cH:40][cH:41]1>>[I:1][c:2]1[n:3][n:4]([CH:19]2[CH2:18][CH2:17][C:16]3([O:12][CH2:13][CH2:14][O:15]3)[CH2:21][CH2:20]2)[c:5]2[n:6][cH:7][n:8][c:9]([NH2:11])[c:10]12. Starting materials: FC=1C=C2CCC(CC2=CC1)=NO (6-fluoro-3,4-dihydronaphthalen-2(1H)-one oxime), Cl (hydrochloric acid). The reagents and catalysts are [Pd] (palladium on charcoal). The solvent is CO (methanol). Conditions: time 18 hour. The product is Cl.FC=1C=C2CCC(CC2=CC1)N ((RS)-(6-fluoro-1,2,3,4-tetrahydronaphthalen-2-yl)amine Hydrochloride). Isolated yield 83.0%. RXN SMILES: [F:1][C:2]1[CH:3]=[C:4]2[C:9](=[CH:10][CH:11]=1)[CH2:8][C:7](=[N:12]O)[CH2:6][CH2:5]2.[ClH:14]>[Pd].CO>[ClH:14].[F:1][C:2]1[CH:3]=[C:4]2[C:9](=[CH:10][CH:11]=1)[CH2:8][CH:7]([NH2:12])[CH2:6][CH2:5]2 |f:4.5|. Procedure: A mixture of 6-fluoro-3,4-dihydronaphthalen-2(1H)-one oxime (1.58 g, 8.81 mmol), methanol (25 mL), conentrated hydrochloric acid (2 mL) and 10% palladium on charcoal (316 mg) was shaken in a pressure bottle under a hydrogen atmosphere (55 psig). After 18 hours, the mixture was filtered and the solid washed with methanol. The filtrate was concentrated under vacuum, and the residue was washed with ether, dried by concentration from benzene, and dried further under vacuum to provide a white solid (... Starting materials: ClC1=CC=C(C(=O)C2=C(C=C(C=C2Cl)C)Cl)C=C1 (4-(4-chlorobenzoyl)-3,5-dichlorotoluene), C(C1=CC=CC=C1)(=O)OOC(C1=CC=CC=C1)=O (dibenzoylperoxide), BrN1C(CCC1=O)=O (N-bromosuccinimide). The solvent is C1=CC=CC=C1 (benzene). Product: ClC1=CC=C(C(=O)C2=C(C=C(CBr)C=C2Cl)Cl)C=C1 (4-(4-chlorobenzoyl)-3,5-dichlorobenzyl bromide). Yield: 35.2%. As a reaction SMILES: [Cl:1][C:2]1[CH:18]=[CH:17][C:5]([C:6]([C:8]2[C:13]([Cl:14])=[CH:12][C:11]([CH3:15])=[CH:10][C:9]=2[Cl:16])=[O:7])=[CH:4][CH:3]=1.C(OOC(=O)C1C=CC=CC=1)(=O)C1C=CC=CC=1.[Br:37]N1C(=O)CCC1=O>C1C=CC=CC=1>[Cl:1][C:2]1[CH:18]=[CH:17][C:5]([C:6]([C:8]2[C:13]([Cl:14])=[CH:12][C:11]([CH2:15][Br:37])=[CH:10][C:9]=2[Cl:16])=[O:7])=[CH:4][CH:3]=1. Procedure: A refluxing solution of 4-(4-chlorobenzoyl)-3,5-dichlorotoluene (7.19 g, 24.0 mmol) and dibenzoylperoxide (370 mg, 1.53 mmol) in benzene (247 ml) was treated in portions with N-bromosuccinimide (7.53 g, 42.3 mmol). The mixture was refluxed 24 hours, cooled, and filtered. The precipitate was washed once with benzene, and the combined filtrate and washings were evaporated under vacuum. The residue was triturated with diethyl ether and filtered, and the filtrate was evaporated under vacuum. The res...